Dataset: the Open Reaction Database (ORD), a public repository of structured organic reaction records. Task: describe an organic reaction: reactants, conditions, products, and yield The reactants are ClC1(C(NC2=CC=C(C=C12)Cl)=O)C1=C(C=CC=C1)OC (3,5-dichloro-3-(2-methoxyphenyl)-1,3-dihydro-2H-indol-2-one), FC(C(=O)O)(F)F.NC1(CCCC1)C(=O)N(C)C (1-amino-N,N-dimethyl cyclopentane carboxamide trifluoroacetate). Yields the product ClC=1C=C2C(C(NC2=CC1)=O)(C1=C(C=CC=C1)OC)NC1(CCCC1)C(=O)N(C)C (1-{[5-chloro-3-(2-methoxyphenyl)-2-oxo-2,3-dihydro-1H-indol-3-yl]amino}-N,N-dimethyl cyclopentane carboxamide). As a reaction SMILES: Cl[C:2]1([C:13]2[CH:18]=[CH:17][CH:16]=[CH:15][C:14]=2[O:19][CH3:20])[C:10]2[C:5](=[CH:6][CH:7]=[C:8]([Cl:11])[CH:9]=2)[NH:4][C:3]1=[O:12].FC(F)(F)C(O)=O.[NH2:28][C:29]1([C:34]([N:36]([CH3:38])[CH3:37])=[O:35])[CH2:33][CH2:32][CH2:31][CH2:30]1>>[Cl:11][C:8]1[CH:9]=[C:10]2[C:5](=[CH:6][CH:7]=1)[NH:4][C:3](=[O:12])[C:2]2([NH:28][C:29]1([C:34]([N:36]([CH3:38])[CH3:37])=[O:35])[CH2:33][CH2:32][CH2:31][CH2:30]1)[C:13]1[CH:18]=[CH:17][CH:16]=[CH:15][C:14]=1[O:19][CH3:20] |f:1.2|. Reported procedure: With 0.81 g of 3,5-dichloro-3-(2-methoxyphenyl)-1,3-dihydro-2H-indol-2-one and the compound obtained in Step 76-3 (2.89 mmol, crude form) as starting materials, 0.27 g of the title compound (pale yellow solid) was obtained by a similar method to Step 4-2. Starting materials: COc1ccc(CCCC(CCc2ccc(OC)cc2)C(=O)O)cc1, C1CCOC1. The product is COc1ccc(CCCC(CO)CCc2ccc(OC)cc2)cc1. As a reaction SMILES: [CH3:1][O:2][c:3]1[cH:4][cH:5][c:6]([CH2:9][CH2:10][CH2:11][CH:12]([C:13](=[O:14])[OH:15])[CH2:16][CH2:17][c:18]2[cH:19][cH:20][c:21]([O:24][CH3:25])[cH:22][cH:23]2)[cH:7][cH:8]1.[O:26]1[CH2:27][CH2:28][CH2:29][CH2:30]1>>[CH3:1][O:2][c:3]1[cH:4][cH:5][c:6]([CH2:9][CH2:10][CH2:11][CH:12]([CH2:13][OH:14])[CH2:16][CH2:17][c:18]2[cH:19][cH:20][c:21]([O:24][CH3:25])[cH:22][cH:23]2)[cH:7][cH:8]1. Starting materials: C(C)OC(=O)[C@H](CCCCCCCN1C(C=2C(C1=O)=CC=CC2)=O)N[C@H]2COC1=C(N(C2=O)CC(=O)OC(C)(C)C)C=CC=C1 (tert-butyl 3(S)-[1(S)-ethoxycarbonyl-8-phthalimidooctyl]amino-4-oxo-2,3,4,5-tetrahydro-1,5-benzoxazepine-5-acetate), O.NN (hydrazine hydrate). Run in C(C)O (ethanol). Conditions: time 8 hour. Product: C(C)(C)(C)OC(=O)NCCCCCCC[C@@H](C(=O)OCC)N[C@H]1COC2=C(N(C1=O)CC(=O)OC(C)(C)C)C=CC=C2 (tert-butyl 3(S)-[8-tert-butoxycarbonylamino-1(S)-ethoxycarbonyloctyl]amino-4-oxo-2,3,4,5-tetrahydro-1,5-benzoxazepine-5-acetate). Yield: 183.4%. RXN SMILES: [CH2:1]([O:3][C:4]([C@@H:6]([NH:25][C@@H:26]1[C:32](=[O:33])[N:31]([CH2:34][C:35]([O:37][C:38]([CH3:41])([CH3:40])[CH3:39])=[O:36])[C:30]2[CH:42]=[CH:43][CH:44]=[CH:45][C:29]=2[O:28][CH2:27]1)[CH2:7][CH2:8][CH2:9][CH2:10][CH2:11][CH2:12][CH2:13][N:14]1C(=O)C2=CC=CC=C2[C:15]1=[O:24])=[O:5])[CH3:2].[OH2:46].NN>C(O)C>[C:38]([O:46][C:15]([NH:14][CH2:13][CH2:12][CH2:11][CH2:10][CH2:9][CH2:8][CH2:7][C@H:6]([NH:25][C@@H:26]1[C:32](=[O:33])[N:31]([CH2:34][C:35]([O:37][C:38]([CH3:41])([CH3:40])[CH3:39])=[O:36])[C:30]2[CH:42]=[CH:43][CH:44]=[CH:45][C:29]=2[O:28][CH2:27]1)[C:4]([O:3][CH2:1][CH3:2])=[O:5])=[O:24])([CH3:41])([CH3:40])[CH3:39] |f:1.2|. Procedure: A mixture of tert-butyl 3(S)-[1(S)-ethoxycarbonyl-8-phthalimidooctyl]amino-4-oxo-2,3,4,5-tetrahydro-1,5-benzoxazepine-5-acetate (0.55 g), hydrazine hydrate (0.22 g) and ethanol (10 ml) is allowed to stand overnight at room temperature. After evaporation of ethanol, the residue is dissolved in water (50 ml) and extracted with ethyl acetate (50 ml×4). Water (50 ml) and sodium bicarbonate (0.6 g) are added to the organic extract, and to the resulting mixture is added dropwise di-tert-butyl dicarbon... Starting materials: CC(C)(C)O, CC=C(C)C, O=Cc1c(C2CC2)cc(C(F)(F)F)cc1C(F)(F)F, [O-][Cl+][O-], [Na+], O. The product is O=C(O)c1c(C2CC2)cc(C(F)(F)F)cc1C(F)(F)F. RXN SMILES: [C:24]([OH:25])([CH3:26])([CH3:27])[CH3:28].[CH3:29][C:30](=[CH:31][CH3:32])[CH3:33].[CH:1]1([c:4]2[c:5]([CH:6]=[O:7])[c:8]([C:16]([F:17])([F:18])[F:19])[cH:9][c:10]([C:12]([F:13])([F:14])[F:15])[cH:11]2)[CH2:2][CH2:3]1.[Cl+:20]([O-:21])[O-:22].[Na+:23].[OH2:34]>>[CH:1]1([c:4]2[c:5]([C:6](=[O:7])[OH:21])[c:8]([C:16]([F:17])([F:18])[F:19])[cH:9][c:10]([C:12]([F:13])([F:14])[F:15])[cH:11]2)[CH2:2][CH2:3]1. Starting materials: CC(C)(C)[Si](C)(C)OC1CCC(OS(C)(=O)=O)CC1F, CCOC(C)=O, [N-]=[N+]=[N-], [Na+], CN(C)C=O. Yields the product CC(C)(C)[Si](C)(C)OC1CCC(N=[N+]=[N-])CC1F. RXN SMILES: [CH3:1][S:2]([O:3][CH:6]1[CH2:7][CH:8]([F:20])[CH:9]([O:12][Si:13]([CH3:14])([CH3:15])[C:16]([CH3:17])([CH3:18])[CH3:19])[CH2:10][CH2:11]1)(=[O:4])=[O:5].[CH3:30][CH2:31][O:32][C:33]([CH3:34])=[O:35].[N-:22]=[N+:23]=[N-:24].[Na+:21].[O:25]=[CH:26][N:27]([CH3:28])[CH3:29]>>[CH:6]1([N:22]=[N+:23]=[N-:24])[CH2:7][CH:8]([F:20])[CH:9]([O:12][Si:13]([CH3:14])([CH3:15])[C:16]([CH3:17])([CH3:18])[CH3:19])[CH2:10][CH2:11]1.